This data is from the Open Reaction Database (ORD), a public repository of structured organic reaction records. The task is: describe an organic reaction: reactants, conditions, products, and yield Starting materials: C1=CN(C=N1)C(=O)N2C=CN=C2 (CDI), NC=1SC=C(N1)C1=CC=C(C=C1)NS(=O)(=O)C (N-(4-(2-aminothiazol-4-yl)phenyl)-methanesulfonamide), C1(=CC=CC=C1)C(CCNCCC1CCN(CC1)C(=O)OC(C)(C)C)C1=CC=CC=C1 (tert-butyl 4-(2-(3,3-diphenylpropylamino)ethyl)piperidine-1-carboxylate). Reagents/catalysts: CN(C)C=1C=CN=CC1 (DMAP). Solvent: C(Cl)Cl.CN(C)C=O (DCM DMF). Run at time 8 hour. Product: C1(=CC=CC=C1)C(CCN(C(=O)NC=1SC=C(N1)C1=CC=C(C=C1)NS(=O)(=O)C)CCC1CCN(CC1)C(=O)OC(C)(C)C)C1=CC=CC=C1 (tert-butyl 4-(2-(1-(3,3-diphenylpropyl)-3-(4-(4-(methylsulfonamido)phenyl)thiazol-2-yl)ureido)ethyl)piperidine-1-carboxylate). As a reaction SMILES: C1N=CN([C:6](N2C=NC=C2)=[O:7])C=1.[NH2:13][C:14]1[S:15][CH:16]=[C:17]([C:19]2[CH:24]=[CH:23][C:22]([NH:25][S:26]([CH3:29])(=[O:28])=[O:27])=[CH:21][CH:20]=2)[N:18]=1.[C:30]1([CH:36]([C:55]2[CH:60]=[CH:59][CH:58]=[CH:57][CH:56]=2)[CH2:37][CH2:38][NH:39][CH2:40][CH2:41][CH:42]2[CH2:47][CH2:46][N:45]([C:48]([O:50][C:51]([CH3:54])([CH3:53])[CH3:52])=[O:49])[CH2:44][CH2:43]2)[CH:35]=[CH:34][CH:33]=[CH:32][CH:31]=1>CN(C1C=CN=CC=1)C.C(Cl)Cl.CN(C=O)C>[C:55]1([CH:36]([C:30]2[CH:31]=[CH:32][CH:33]=[CH:34][CH:35]=2)[CH2:37][CH2:38][N:39]([CH2:40][CH2:41][CH:42]2[CH2:47][CH2:46][N:45]([C:48]([O:50][C:51]([CH3:54])([CH3:53])[CH3:52])=[O:49])[CH2:44][CH2:43]2)[C:6]([NH:13][C:14]2[S:15][CH:16]=[C:17]([C:19]3[CH:24]=[CH:23][C:22]([NH:25][S:26]([CH3:29])(=[O:28])=[O:27])=[CH:21][CH:20]=3)[N:18]=2)=[O:7])[CH:56]=[CH:57][CH:58]=[CH:59][CH:60]=1 |f:4.5|. Reported procedure: DMAP (0.17 g, 1 0.4 mmol), CDI (0.23 g, 1.4 mmol) and N-(4-(2-aminothiazol-4-yl)phenyl)-methanesulfonamide (0.25 g, 0.93 mmol) were mixed together in DCM/DMF and then stirred overnight at room temperature. After 24 hrs a precipitate had formed. tert-butyl 4-(2-(3,3-diphenylpropylamino)ethyl)piperidine-1-carboxylate (0.39 g, 0.93 mmol) was then added and the resulting mixture stirred for a further 15 hrs. The crude mixture was concentrated under reduced pressure and the residue purified by combi-... Starting materials: O=C(O)C1CCCC1C(=O)OCc1ccccc1, CCN=C=NCCCN(C)C, CCN(C(C)C)C(C)C, ClCCl, Cl, O=C(Nc1ccc(N2CCNCC2)cc1F)c1nc(-c2ccccc2)oc1C(F)(F)F, Nc1ccc(N2CCNCC2)cc1F, On1nnc2ccccc21, O=C(O)c1nc(-c2ccccc2)oc1C(F)(F)F. Product: O=C(Nc1ccc(N2CCN(C(=O)C3CCCC3C(=O)OCc3ccccc3)CC2)cc1F)c1nc(-c2ccccc2)oc1C(F)(F)F. RXN SMILES: [CH2:64]([c:65]1[cH:66][cH:67][cH:68][cH:69][cH:70]1)[O:71][C:72](=[O:73])[CH:74]1[CH:75]([C:79](=[O:80])[OH:81])[CH2:76][CH2:77][CH2:78]1.[CH2:93]([N:94]=[C:95]=[N:96][CH2:97][CH2:98][CH2:99][N:100]([CH3:101])[CH3:102])[CH3:103].[CH:104]([N:105]([CH2:106][CH3:107])[CH:108]([CH3:109])[CH3:110])([CH3:111])[CH3:112].[Cl:113][CH2:114][Cl:115].[ClH:92].[F:1][c:2]1[c:3]([NH:14][C:15](=[O:16])[c:17]2[n:18][c:19](-[c:26]3[cH:27][cH:28][cH:29][cH:30][cH:31]3)[o:20][c:21]2[C:22]([F:23])([F:24])[F:25])[cH:4][cH:5][c:6]([N:8]2[CH2:9][CH2:10][NH:11][CH2:12][CH2:13]2)[cH:7]1.[NH2:50][c:51]1[cH:52][cH:53][c:54]([N:55]2[CH2:56][CH2:57][NH:58][CH2:59][CH2:60]2)[cH:61][c:62]1[F:63].[OH:82][n:83]1[c:84]2[cH:85][cH:86][cH:87][cH:88][c:89]2[n:90][n:91]1.[c:32]1(-[c:33]2[o:34][c:35]([C:36]([F:37])([F:38])[F:39])[c:40]([C:41]([OH:42])=[O:43])[n:44]2)[cH:45][cH:46][cH:47][cH:48][cH:49]1>>[F:1][c:2]1[c:3]([NH:14][C:15](=[O:16])[c:17]2[n:18][c:19](-[c:26]3[cH:27][cH:28][cH:29][cH:30][cH:31]3)[o:20][c:21]2[C:22]([F:23])([F:24])[F:25])[cH:4][cH:5][c:6]([N:8]2[CH2:9][CH2:10][N:11]([C:79]([CH:75]3[CH:74]([C:72]([O:71][CH2:64][c:65]4[cH:66][cH:67][cH:68][cH:69][cH:70]4)=[O:73])[CH2:78][CH2:77][CH2:76]3)=[O:80])[CH2:12][CH2:13]2)[cH:7]1. The reactants are Clc1ncc(Br)cn1, O=C([O-])[O-], CCOC(C)=O, [Cs+], [Cs+], O=C(O)C(F)(F)F, CN(C)C=O, NCC1CCN(C(=O)C2CC2c2ccccc2)CC1. Product: O=C(C1CC1c1ccccc1)N1CCC(CNc2ncc(Br)cn2)CC1. Reaction SMILES: [Br:27][c:28]1[cH:29][n:30][c:31]([Cl:34])[n:32][cH:33]1.[C:35](=[O:36])([O-:37])[O-:38].[CH3:46][CH2:47][O:48][C:49](=[O:50])[CH3:51].[Cs+:39].[Cs+:40].[F:1][C:2]([F:3])([F:4])[C:5]([OH:6])=[O:7].[O:41]=[CH:42][N:43]([CH3:44])[CH3:45].[c:8]1([CH:14]2[CH:15]([C:17](=[O:18])[N:19]3[CH2:20][CH2:21][CH:22]([CH2:25][NH2:26])[CH2:23][CH2:24]3)[CH2:16]2)[cH:9][cH:10][cH:11][cH:12][cH:13]1>>[c:8]1([CH:14]2[CH:15]([C:17](=[O:18])[N:19]3[CH2:20][CH2:21][CH:22]([CH2:25][NH:26][c:31]4[n:30][cH:29][c:28]([Br:27])[cH:33][n:32]4)[CH2:23][CH2:24]3)[CH2:16]2)[cH:9][cH:10][cH:11][cH:12][cH:13]1. Reaction SMILES: C([O:3][C:4]([C:6]1[S:7][CH:8]=[C:9]([C:11]2[CH:16]=[CH:15][CH:14]=[CH:13][CH:12]=2)[N:10]=1)=[O:5])C>C1COCC1.[OH-].[Na+]>[C:11]1([C:9]2[N:10]=[C:6]([C:4]([OH:5])=[O:3])[S:7][CH:8]=2)[CH:12]=[CH:13][CH:14]=[CH:15][CH:16]=1 |f:2.3|. Solvent: C1CCOC1 (THF), [OH-].[Na+] (NaOH). Procedure details: Ethyl-4-phenylthiazole-2-carboxylate (300 mg) was stirred overnight in a mixture of THF (4 mL) and 1N aqueous NaOH (1 mL) for 18 hours. The THF was removed under reduced pressure and the aqueous solution was acidified with 4N HCl, extracted with CH2Cl2, dried over Na2SO4 and concentrate to obtain 4-phenylthiazole-2-carboxylic acid which was used as is in the next step. The product is C1(=CC=CC=C1)C=1N=C(SC1)C(=O)O (4-phenylthiazole-2-carboxylic acid). Starting materials: C(C)OC(=O)C=1SC=C(N1)C1=CC=CC=C1 (Ethyl-4-phenylthiazole-2-carboxylate). The solvent is CO (methanol), CO (methanol). Reaction conditions: time 5 minute. Starting materials: C[O-].[Na+] (sodium methoxide), CN1[C@@H](C[C@@H](C1)SC(C)=O)C(=O)N ((2S,4S)-1-Methyl-2-aminocarbonyl-4-acetylthiopyrrolidine), Cl (hydrochloric acid). Reported procedure: (2S,4S)-1-Methyl-2-aminocarbonyl-4-acetylthiopyrrolidine (201 mg) was dissolved in methanol (2.4 ml), and a solution of sodium methoxide (54 mg) in methanol (1.2 ml) was added thereto at room temperature under nitrogen stream, followed by stirring at the same temperature for 5 minutes. To the reaction mixture, conc. hydrochloric acid (240 mg) was added, and the solvent was removed. The residue was dissolved in a mixture of chloroform and methanol (4:1) and dried over magnesium sulfate. Removal o... The product is Cl.CN1[C@@H](C[C@@H](C1)S)C(=O)N ((2S,4S)-1-methyl-2-aminocarbonyl-4-mercaptopyrrolidine hydrochloride). RXN SMILES: [CH3:1][N:2]1[CH2:6][C@@H:5]([S:7]C(=O)C)[CH2:4][C@H:3]1[C:11]([NH2:13])=[O:12].C[O-].[Na+].[ClH:17]>CO>[ClH:17].[CH3:1][N:2]1[CH2:6][C@@H:5]([SH:7])[CH2:4][C@H:3]1[C:11]([NH2:13])=[O:12] |f:1.2,5.6|. Starting materials: ClCCl, [Ca+2], O=C(OO)c1cccc(Cl)c1, [OH-], [OH-], O=Cc1ccc2c(c1)Sc1ccccc1CC2. Product: O=Cc1ccc2c(c1)S(=O)c1ccccc1CC2. Reaction SMILES: [CH2:32]([Cl:33])[Cl:34].[Ca+2:30].[Cl:18][c:19]1[cH:20][cH:21][cH:22][c:23]([C:24]([O:25][OH:27])=[O:26])[cH:28]1.[OH-:29].[OH-:31].[cH:1]1[cH:2][c:3]([CH:16]=[O:17])[cH:4][c:5]2[c:11]1[CH2:10][CH2:9][c:8]1[c:7]([cH:15][cH:14][cH:13][cH:12]1)[S:6]2>>[cH:1]1[cH:2][c:3]([CH:16]=[O:17])[cH:4][c:5]2[c:11]1[CH2:10][CH2:9][c:8]1[c:7]([cH:15][cH:14][cH:13][cH:12]1)[S:6]2=[O:26].